Dataset: the Open Reaction Database (ORD), a public repository of structured organic reaction records. Task: describe an organic reaction: reactants, conditions, products, and yield Reactants: CNCc1c2n(c3ccccc13)CCC2, Cl, CNCc1cn(C)c2cc(F)ccc12, Nc1ccc(C=CC(=O)O)cn1, O=C(O)C=Cc1cnc2c(c1)CCC(=O)N2. The product is CN(Cc1cn(C)c2cc(F)ccc12)C(=O)C=Cc1ccc(N)nc1. Reaction SMILES: [CH3:15][NH:16][CH2:17][c:18]1[c:19]2[cH:20][cH:21][cH:22][cH:23][c:24]2[n:25]2[c:29]1[CH2:28][CH2:27][CH2:26]2.[ClH:42].[F:1][c:2]1[cH:3][cH:4][c:5]2[c:6]([CH2:12][NH:13][CH3:14])[cH:7][n:8]([CH3:11])[c:9]2[cH:10]1.[NH2:30][c:31]1[cH:32][cH:33][c:34]([CH:37]=[CH:38][C:39](=[O:40])[OH:41])[cH:35][n:36]1.[O:43]=[C:44]1[NH:45][c:46]2[n:47][cH:48][c:49]([CH:50]=[CH:51][C:52]([OH:53])=[O:54])[cH:55][c:56]2[CH2:57][CH2:58]1>>[F:1][c:2]1[cH:3][cH:4][c:5]2[c:6]([CH2:12][N:13]([CH3:14])[C:39]([CH:38]=[CH:37][c:34]3[cH:33][cH:32][c:31]([NH2:30])[n:36][cH:35]3)=[O:41])[cH:7][n:8]([CH3:11])[c:9]2[cH:10]1. Starting materials: CC1=C(N=CN1)C=O (5-methyl-1H-imidazole-4-carbaldehyde), C(=O)([O-])[O-].[K+].[K+] (K2CO3), OC=1C=CC=C2C=CC=NC12 (8-hydroxyquinoline), IC1=CC=C(C=C1)N1C(C=CC=C1)=O (1-(4-Iodophenyl)pyridin-2(1H)-one). Reagents/catalysts: [Cu]I (CuI). Run in CS(=O)C (DMSO), C(C)#N (acetonitrile). Conditions: temperature 130 celsius, time 16 hour. Product: CC1=C(N=CN1C1=CC=C(C=C1)N1C(C=CC=C1)=O)C=O (5-methyl-1-(4-(2-oxopyridin-1(2H)-yl)phenyl)-1H-imidazole-4-carbaldehyde). As a reaction SMILES: I[C:2]1[CH:7]=[CH:6][C:5]([N:8]2[CH:13]=[CH:12][CH:11]=[CH:10][C:9]2=[O:14])=[CH:4][CH:3]=1.[CH3:15][C:16]1[NH:20][CH:19]=[N:18][C:17]=1[CH:21]=[O:22].C([O-])([O-])=O.[K+].[K+].OC1C=CC=C2C=1N=CC=C2>CS(C)=O.C(#N)C.[Cu]I>[CH3:15][C:16]1[N:20]([C:2]2[CH:7]=[CH:6][C:5]([N:8]3[CH:13]=[CH:12][CH:11]=[CH:10][C:9]3=[O:14])=[CH:4][CH:3]=2)[CH:19]=[N:18][C:17]=1[CH:21]=[O:22] |f:2.3.4|. Reported procedure: 1-(4-Iodophenyl)pyridin-2(1H)-one 6-1 (200 mg, 0.67 mmol) was dissolved in 4 mL DMSO in a sealed tube. To it were added 5-methyl-1H-imidazole-4-carbaldehyde (300 mg, 2.7 mmol), K2CO3 (470 mg, 3.4 mmol), CuI (65 mg, 0.34 mmol) and 8-hydroxyquinoline (50 mg, 0.34 mol). The mixture was stirred at 130° C. for 16 hrs. The mixture was diluted with 100 mL acetonitrile, well stirred, and filtered through a celite layer. The filtrate was concentrated and subjected to prep HPLC to isolate 5-methyl-1-(4-(2... Starting materials: IC1=CC=C(C=C1)N(S(=O)(=O)C)C (N-(4-iodophenyl)-N-methylmethanesulphonamide), SC=1C=C(C=CC1)C1(CCOCC1)OC (4-(3-mercaptophenyl)-4-methoxytetrahydropyran), C([O-])([O-])=O.[K+].[K+] (potassium carbonate), C(C)(=O)OCC (Ethyl acetate). Reagents/catalysts: [Cu]Cl (copper (I) chloride). Run in CN(C)C=O (DMF), O (water). Run at time 3 hour. Yields the product COC1(CCOCC1)C=1C=C(C=CC1)SC1=CC=C(C=C1)N(S(=O)(=O)C)C (N-{4-[3-(4-methoxytetrahydropyran-4-yl)phenylthio]phenyl}-N-methylmethanesulphonamide), oil. Isolated yield 42.0%. Reaction SMILES: I[C:2]1[CH:7]=[CH:6][C:5]([N:8]([CH3:13])[S:9]([CH3:12])(=[O:11])=[O:10])=[CH:4][CH:3]=1.[SH:14][C:15]1[CH:16]=[C:17]([C:21]2([O:27][CH3:28])[CH2:26][CH2:25][O:24][CH2:23][CH2:22]2)[CH:18]=[CH:19][CH:20]=1.C(=O)([O-])[O-].[K+].[K+].C(OCC)(=O)C>CN(C=O)C.[Cu]Cl.O>[CH3:28][O:27][C:21]1([C:17]2[CH:16]=[C:15]([S:14][C:2]3[CH:7]=[CH:6][C:5]([N:8]([CH3:13])[S:9]([CH3:12])(=[O:11])=[O:10])=[CH:4][CH:3]=3)[CH:20]=[CH:19][CH:18]=2)[CH2:26][CH2:25][O:24][CH2:23][CH2:22]1 |f:2.3.4|. Procedure: A solution of N-(4-iodophenyl)-N-methylmethanesulphonamide (0.31 g, 1 mmol), 4-(3-mercaptophenyl)-4-methoxytetrahydropyran (0.22 g), potassium carbonate (20 mg) and copper (I) chloride (30 mg) in DMF (20 ml) was heated to 140° C. and stirred for 3 hours. Ethyl acetate (40 ml) and water (40 ml) were added and the mixture was filtered through celite. The filtrate was washed with water (40 ml) and brine (40 ml), dried (MgSO4) and the solvent evaporated. The product was purified by column chromatogr... Starting materials: FC(S(=O)(=O)OS(=O)(=O)C(F)(F)F)(F)F (Trifluoromethanesulfonic anhydride), C(C)OC1=C(C(=CC(=C1)C(=O)OCC)O)C1=CC=C(C=C1)F (ethyl 2-ethoxy-4′-fluoro-6-hydroxybiphenyl-4-carboxylate), resultant mixture. Solvent: N1=CC=CC=C1 (pyridine). The product is C(C)OC1=C(C(=CC(=C1)C(=O)OCC)OS(=O)(=O)C(F)(F)F)C1=CC=C(C=C1)F (Ethyl 2-ethoxy-4′-fluoro-6-(((trifluoromethyl)sulfonyl)oxy)biphenyl-4-carboxylate). Reaction SMILES: FC(F)(F)S([O:6][S:7]([C:10]([F:13])([F:12])[F:11])(=[O:9])=[O:8])(=O)=O.[CH2:16]([O:18][C:19]1[CH:24]=[C:23]([C:25]([O:27][CH2:28][CH3:29])=[O:26])[CH:22]=[C:21](O)[C:20]=1[C:31]1[CH:36]=[CH:35][C:34]([F:37])=[CH:33][CH:32]=1)[CH3:17]>N1C=CC=CC=1>[CH2:16]([O:18][C:19]1[CH:24]=[C:23]([C:25]([O:27][CH2:28][CH3:29])=[O:26])[CH:22]=[C:21]([O:6][S:7]([C:10]([F:11])([F:12])[F:13])(=[O:8])=[O:9])[C:20]=1[C:31]1[CH:36]=[CH:35][C:34]([F:37])=[CH:33][CH:32]=1)[CH3:17]. Reported procedure: Trifluoromethanesulfonic anhydride (8.66 mL) was added at 0° C. to a mixture of ethyl 2-ethoxy-4′-fluoro-6-hydroxybiphenyl-4-carboxylate (13.0 g) and pyridine (80 mL), and the resultant mixture was stirred at the same temperature as above for 20 minutes. The reaction mixture was passed through a short silica gel (NH) column, and the solvent was distilled off under reduced pressure. The obtained residue was purified by silica gel column chromatography (hexane/ethyl acetate) to obtain the title co... The reactants are BrCC(CC(C)(C)C)=O (1-Bromo-4,4-dimethyl-2-pentanone), COC=1C=C(C=CC1)O (3-methoxyphenol), C([O-])([O-])=O.[Cs+].[Cs+] (cesium carbonate). Solvent: CN(C)C=O (DMF). Run at time 2.5 hour. Yields the product COC=1C=C(OCC(CC(C)(C)C)=O)C=CC1 (1-(3-methoxyphenoxy)-4,4-dimethyl-2-pentanone). As a reaction SMILES: Br[CH2:2][C:3](=[O:9])[CH2:4][C:5]([CH3:8])([CH3:7])[CH3:6].[CH3:10][O:11][C:12]1[CH:13]=[C:14]([OH:18])[CH:15]=[CH:16][CH:17]=1.C(=O)([O-])[O-].[Cs+].[Cs+]>CN(C=O)C>[CH3:10][O:11][C:12]1[CH:13]=[C:14]([CH:15]=[CH:16][CH:17]=1)[O:18][CH2:2][C:3](=[O:9])[CH2:4][C:5]([CH3:8])([CH3:7])[CH3:6] |f:2.3.4|. Reported procedure: A stirred solution of the product from Step B (1.626 grams) in dry DMF (18 mL) was combined with 3-methoxyphenol (1.256 grams) and cesium carbonate (3.292 grams). The mixture was stirred for 2.5 hours. The reaction was partitioned between isopropyl acetate and pH4 pthalate buffer. The organic was washed twice with water, dried over magnesium sulfate and filtered. Concentration furnished an oil from which the title compound was isolated by chromatography over silica gel (4:1 hex/ethyl acetate). Starting materials: [N+](=O)([O-])C=1C=CC2=C(C(N(C3=C4C(=NC=C23)C=C2C(=C4)OCO2)CCN(C)C)=O)C1 (8-Nitro-2,3-methylenedioxy-5-[2-(N,N-dimethylamino)ethyl]-5H-dibenzo[c,h][1,6]naphthyridin-6-one), O.NN (hydrazine hydrate). The reagents and catalysts are [Ni] (Ra—Ni). Solvent: C(C)O (ethanol). Conditions: time 3 hour. Product: NC=1C=CC2=C(C(N(C3=C4C(=NC=C23)C=C2C(=C4)OCO2)CCN(C)C)=O)C1 (8-Amino-2,3-methylenedioxy-5-[2-(N,N-dimethylamino)ethyl]-5H-dibenzo[c,h][1,6]naphthyridin-6-one). Yield: 69.1%. Reaction SMILES: [N+:1]([C:4]1[CH:5]=[CH:6][C:7]2[C:16]3[C:11](=[C:12]4[CH:20]=[C:19]5[O:21][CH2:22][O:23][C:18]5=[CH:17][C:13]4=[N:14][CH:15]=3)[N:10]([CH2:24][CH2:25][N:26]([CH3:28])[CH3:27])[C:9](=[O:29])[C:8]=2[CH:30]=1)([O-])=O.O.NN>C(O)C.[Ni]>[NH2:1][C:4]1[CH:5]=[CH:6][C:7]2[C:16]3[C:11](=[C:12]4[CH:20]=[C:19]5[O:21][CH2:22][O:23][C:18]5=[CH:17][C:13]4=[N:14][CH:15]=3)[N:10]([CH2:24][CH2:25][N:26]([CH3:27])[CH3:28])[C:9](=[O:29])[C:8]=2[CH:30]=1 |f:1.2|. Procedure: To a solution of compound 4a (40 mg, 0.1 mmol) in ethanol (10 mL), Ra—Ni (˜50 mg) then hydrazine hydrate (0.2 mL) were added and the reaction stirred at room temperature for 3 h. The catalyst was filtered through the Celite and filtrate was concentrated in vacuo to provide 26 mg of a solid (69.1% yield); mp 245–246° C.; 1H NMR (CDCl3) δ 2.36 (s, 6H), 3.01 (t, 2H, J=7.4), 4.11(s, 2H), 4.68 (t, 2H, J=7.4), 6.17(s, 2H,), 7.18 (dd, 1H, J=2.8, 11.4), 7.46 (s, 1H) 7.71 (d, 1H, J=3), 7.80 (s, 1H) 8.20 ... Reactants: CC1([C@@H]([C@H]([C@H]([C@H](O)O1)O)O)OC)C (6-deoxy-5-C-methyl-4-O-methyl-alpha-L-lyxo-hexopyranose), CC(COC(=O)C=1C(OC2=C(C1OCC1=CC=CC=C1)C=CC(=C2C)O)=O)C (2-methylpropyl-7-hydroxy-8-methyl-2-oxo-4-(phenylmethoxy)-2H-1-benzopyran-3-carboxylate). Solvent: C(C)OCC.CCCCCC (ethyl ether hexane). Yields the product CC(COC(=O)C=1C(OC2=C(C1OCC1=CC=CC=C1)C=CC(=C2C)O[C@H]2[C@H](O)[C@H](O)[C@@H](OC)C(O2)(C)C)=O)C (2-methylpropyl-7-[(6-deoxy-5-C-methyl-4-O-methyl-alpha-L-lyxo-hexopyranosyl)-oxy]-8-methyl-2-oxo-4-(phenylmethoxy)-2H-1-benzopyran-3-carboxylate). RXN SMILES: [CH3:1][C:2]1([CH3:13])[O:8][C@@H:6]([OH:7])[C@H:5]([OH:9])[C@H:4]([OH:10])[C@H:3]1[O:11][CH3:12].[CH3:14][CH:15]([CH3:41])[CH2:16][O:17][C:18]([C:20]1[C:21](=[O:40])[O:22][C:23]2[C:37]([CH3:38])=[C:36](O)[CH:35]=[CH:34][C:24]=2[C:25]=1[O:26][CH2:27][C:28]1[CH:33]=[CH:32][CH:31]=[CH:30][CH:29]=1)=[O:19]>C(OCC)C.CCCCCC>[CH3:14][CH:15]([CH3:41])[CH2:16][O:17][C:18]([C:20]1[C:21](=[O:40])[O:22][C:23]2[C:37]([CH3:38])=[C:36]([O:7][C@@H:6]3[O:8][C:2]([CH3:13])([CH3:1])[C@H:3]([O:11][CH3:12])[C@@H:4]([OH:10])[C@H:5]3[OH:9])[CH:35]=[CH:34][C:24]=2[C:25]=1[O:26][CH2:27][C:28]1[CH:29]=[CH:30][CH:31]=[CH:32][CH:33]=1)=[O:19] |f:2.3|. Reported procedure: The operation is carried out as in Example 1 Stage A, starting from 6-deoxy-5-C-methyl-4-O-methyl-alpha-L-lyxo-hexopyranose and 2-methylpropyl-7-hydroxy-8-methyl-2-oxo-4-(phenylmethoxy)-2H-1-benzopyran-3-carboxylate, the sought product is obtained. rf=0.22 hexane-ethyl acetate (1-2). Starting materials: CN(C=O)C (N,N-dimethylformamide), CI (methyl iodide), C([O-])([O-])=O.[K+].[K+] (potassium carbonate), FC1=C(C=CC(=C1)F)NC(N(CCCCCCC)CCCCCSC=1NC(=C(N1)C1=CC=CC=C1)C1=CC=CC=C1)=O (N'-(2,4-difluorophenyl)-N-[5-(4,5-diphenyl-1H-imidazol-2-ylthio)pentyl]-N-heptylurea), CI (methyl iodide). Solvent: O (water), O1CCCC1 (tetrahydrofuran). Conditions: time 10 minute. The product is FC1=C(C=CC(=C1)F)NC(N(CCCCCSC=1N(C(=C(N1)C1=CC=CC=C1)C1=CC=CC=C1)C)CCCCCCC)=O (N'-(2.4-difluorophenyl)-N-heptyl-N-[5-(1-methyl-4,5-diphenyl-1H-imidazol-2-ylthio)pentyl]urea). The yield is 52.4%. RXN SMILES: [C:1](=O)([O-])[O-].[K+].[K+].[F:7][C:8]1[CH:13]=[C:12]([F:14])[CH:11]=[CH:10][C:9]=1[NH:15][C:16](=[O:48])[N:17]([CH2:25][CH2:26][CH2:27][CH2:28][CH2:29][S:30][C:31]1[NH:32][C:33]([C:42]2[CH:47]=[CH:46][CH:45]=[CH:44][CH:43]=2)=[C:34]([C:36]2[CH:41]=[CH:40][CH:39]=[CH:38][CH:37]=2)[N:35]=1)[CH2:18][CH2:19][CH2:20][CH2:21][CH2:22][CH2:23][CH3:24].CI.CN(C)C=O>O1CCCC1.O>[F:7][C:8]1[CH:13]=[C:12]([F:14])[CH:11]=[CH:10][C:9]=1[NH:15][C:16](=[O:48])[N:17]([CH2:18][CH2:19][CH2:20][CH2:21][CH2:22][CH2:23][CH3:24])[CH2:25][CH2:26][CH2:27][CH2:28][CH2:29][S:30][C:31]1[N:35]([CH3:1])[C:34]([C:36]2[CH:41]=[CH:40][CH:39]=[CH:38][CH:37]=2)=[C:33]([C:42]2[CH:43]=[CH:44][CH:45]=[CH:46][CH:47]=2)[N:32]=1 |f:0.1.2|. Procedure details: To a solution of potassium carbonate (0.056 g, 0.00042 mol) in dry tetrahydrofuran (10 mL) was added, portionwise as a solid, N'-(2,4-difluorophenyl)-N-[5-(4,5-diphenyl-1H-imidazol-2-ylthio)pentyl]-N-heptylurea (0.25 g, 0.00042 mol) and the reaction mixture was stirred at ambient temperature for 10 minutes. To this reaction mixture was added, dropwise, methyl iodide (0.039 mL, 0.0895 g, 0.00063 mol) and the reaction mixture was stirred for 18 hours at ambient temperature. The reaction mixture wa...